describe an organic reaction: reactants, conditions, products, and yield From a dataset of the Open Reaction Database (ORD), a public repository of structured organic reaction records. The reactants are CC(=O)c1ccc(S(=O)(=O)Cl)cc1, CCO, N. Reaction SMILES: [C:1]([CH3:2])(=[O:3])[c:4]1[cH:5][cH:6][c:7]([S:10](=[O:11])(=[O:12])[Cl:13])[cH:8][cH:9]1.[CH3:15][CH2:16][OH:17].[NH3:14]>>[C:1]([CH3:2])(=[O:3])[c:4]1[cH:5][cH:6][c:7]([S:10](=[O:11])(=[O:12])[NH2:14])[cH:8][cH:9]1. Yields the product CC(=O)c1ccc(S(N)(=O)=O)cc1. Starting materials: NC1[C@@H]2N(C(=C(CS2)CCl)C(=O)OC(C2=CC=CC=C2)C2=CC=CC=C2)C1=O (diphenylmethyl 7-amino-3-chloromethyl-3-cephem-4-carboxylate), C(C1=CC=CC=C1)=O (benzaldehyde). The product is Schiff's base, C(C1=CC=CC=C1)=NC1[C@@H]2N(C(=C(CS2)CCl)C(=O)OC(C2=CC=CC=C2)C2=CC=CC=C2)C1=O (diphenylmethyl 7-benzylideneamino-3-chloromethyl-3-cephem-4-carboxylate). Reaction SMILES: [NH2:1][CH:2]1[C:27](=[O:28])[N:4]2[C:5]([C:11]([O:13][CH:14]([C:21]3[CH:26]=[CH:25][CH:24]=[CH:23][CH:22]=3)[C:15]3[CH:20]=[CH:19][CH:18]=[CH:17][CH:16]=3)=[O:12])=[C:6]([CH2:9][Cl:10])[CH2:7][S:8][C@H:3]12.[CH:29](=O)[C:30]1[CH:35]=[CH:34][CH:33]=[CH:32][CH:31]=1>>[CH:29](=[N:1][CH:2]1[C:27](=[O:28])[N:4]2[C:5]([C:11]([O:13][CH:14]([C:15]3[CH:20]=[CH:19][CH:18]=[CH:17][CH:16]=3)[C:21]3[CH:22]=[CH:23][CH:24]=[CH:25][CH:26]=3)=[O:12])=[C:6]([CH2:9][Cl:10])[CH2:7][S:8][C@H:3]12)[C:30]1[CH:35]=[CH:34][CH:33]=[CH:32][CH:31]=1. Procedure details: reacting diphenylmethyl 7-amino-3-chloromethyl-3-cephem-4-carboxylate (free base form) with benzaldehyde to form the Schiff's base, i.e. diphenylmethyl 7-benzylideneamino-3-chloromethyl-3-cephem-4-carboxylate, Starting materials: CC1(C)OCC(CONC(=O)c2sc3ccncc3c2Nc2ccc(Br)cc2F)O1, CO. Yields the product O=C(NOCC(O)CO)c1sc2ccncc2c1Nc1ccc(Br)cc1F. As a reaction SMILES: [CH3:1][C:2]1([CH3:30])[O:3][CH2:4][CH:5]([CH2:7][O:8][NH:9][C:10](=[O:11])[c:12]2[c:13]([NH:21][c:22]3[c:23]([F:29])[cH:24][c:25]([Br:28])[cH:26][cH:27]3)[c:14]3[cH:15][n:16][cH:17][cH:18][c:19]3[s:20]2)[O:6]1.[CH3:31][OH:32]>>[OH:3][CH2:4][CH:5]([OH:6])[CH2:7][O:8][NH:9][C:10](=[O:11])[c:12]1[c:13]([NH:21][c:22]2[c:23]([F:29])[cH:24][c:25]([Br:28])[cH:26][cH:27]2)[c:14]2[cH:15][n:16][cH:17][cH:18][c:19]2[s:20]1. The reactants are ClC(C(F)(F)N(CC)CC)F (N-(2-chloro-1,1,2-trifluoroethyl)diethylamine), [C@@H]1(C[C@H](O)[C@@H](CO)O1)N1C(=O)NC(=O)C(C)=C1 (Thymidine), C(C)O (ethanol). Solvent: CN(C=O)C (DMF). Reaction conditions: temperature 70 celsius. Yields the product CC1=CN2[C@H]3C[C@@H]([C@H](O3)CO)OC2=NC1=O (2,3'-anhydrothymidine). The yield is 60.3%. As a reaction SMILES: [C@@H:1]1([N:9]2[CH:17]=[C:15]([CH3:16])[C:13](=[O:14])[NH:12][C:10]2=[O:11])[O:8][C@H:5]([CH2:6][OH:7])[C@@H:3](O)[CH2:2]1.ClC(F)C(N(CC)CC)(F)F.C(O)C>CN(C)C=O>[CH3:16][C:15]1[C:13](=[O:14])[N:12]=[C:10]2[N:9]([C@@H:1]3[O:8][C@H:5]([CH2:6][OH:7])[C@@H:3]([O:11]2)[CH2:2]3)[CH:17]=1. Procedure details: Thymidine (85.4 g; 0.353 mol) was dissolved in 500 mL dry DMF (dimethyl formamide) and added to N-(2-chloro-1,1,2-trifluoroethyl)diethylamine (100.3 g; 0.529 mol) [prepared according to the method of D. E. Ayer, J. Med. Chem. 6, 608 (1963)]. This solution was heated at 70° C. for 30 minutes then poured into 950 mL ethanol with vigorous stirring. The product precipitated from this solution and was filtered. The ethanol supernatant was refrigerated then filtered to yield a total of 47.75 g (0.213 ...